Dataset: the Open Reaction Database (ORD), a public repository of structured organic reaction records. Task: describe an organic reaction: reactants, conditions, products, and yield The reactants are BrC=1C(=NN2C=NC3=C(C21)SC=C3)C (9-bromo-8-methylpyrazolo[1,5-c]thieno[2,3-e]pyrimidine), C(#N)CC1=CC=C(C=C1)B(O)O ([4-(cyanomethyl)phenyl]boronic acid), C([O-])([O-])=O.[Na+].[Na+] (sodium carbonate), ClCCl (dichloromethane). The reagents and catalysts are C1=CC=C(C=C1)P([C-]2C=CC=C2)C3=CC=CC=C3.C1=CC=C(C=C1)P([C-]2C=CC=C2)C3=CC=CC=C3.Cl[Pd]Cl.[Fe+2] ([1,1′-bis(diphenylphosphino)ferrocene]dichloropalladium(II)). The solvent is O (water), CN(C)C=O (DMF). Run at temperature 95 celsius, time 10 hour. Product: CC1=NN2C=NC3=C(C2=C1C1=CC=C(C=C1)CC#N)SC=C3 ([4-(8-Methylpyrazolo[1,5-c]thieno[2,3-e]pyrimidin-9-yl)phenyl]acetonitrile). The yield is 64.2%. RXN SMILES: Br[C:2]1[C:3]([CH3:14])=[N:4][N:5]2[C:10]=1[C:9]1[S:11][CH:12]=[CH:13][C:8]=1[N:7]=[CH:6]2.[C:15]([CH2:17][C:18]1[CH:23]=[CH:22][C:21](B(O)O)=[CH:20][CH:19]=1)#[N:16].C(=O)([O-])[O-].[Na+].[Na+].ClCCl>C1C=CC(P(C2C=CC=CC=2)[C-]2C=CC=C2)=CC=1.C1C=CC(P(C2C=CC=CC=2)[C-]2C=CC=C2)=CC=1.Cl[Pd]Cl.[Fe+2].O.CN(C=O)C>[CH3:14][C:3]1[C:2]([C:21]2[CH:22]=[CH:23][C:18]([CH2:17][C:15]#[N:16])=[CH:19][CH:20]=2)=[C:10]2[N:5]([CH:6]=[N:7][C:8]3[CH:13]=[CH:12][S:11][C:9]=32)[N:4]=1 |f:2.3.4,6.7.8.9|. Reported procedure: A microwave vial charged with 9-bromo-8-methylpyrazolo[1,5-c]thieno[2,3-e]pyrimidine (48.0 mg, 0.179 mmol), [4-(cyanomethyl)phenyl]boronic acid (from Aldrich, 51.9 mg, 0.322 mmol), sodium carbonate (47.4 mg, 0.448 mmol), [1,1′-bis(diphenylphosphino)ferrocene]dichloropalladium(II), complex with dichloromethane (1:1) (15 mg, 0.018 mmol), DMF (1.3 mL) and water (0.13 mL) was purged with N2 and then stirred at 95° C. for 10 h. The reaction was diluted with ethyl acetate and water. The organic layer ... Starting materials: B, CC1CCC(C(=O)O)N1C(=O)OC(C)(C)C, CSC, CO, C1CCOC1. The product is CC1CCC(CO)N1C(=O)OC(C)(C)C. Reaction SMILES: [BH3:17].[C:1]([CH3:2])([CH3:3])([CH3:4])[O:5][C:6](=[O:7])[N:8]1[CH:9]([C:14](=[O:15])[OH:16])[CH2:10][CH2:11][CH:12]1[CH3:13].[CH3:18][S:19][CH3:20].[CH3:21][OH:22].[O:23]1[CH2:24][CH2:25][CH2:26][CH2:27]1>>[C:1]([CH3:2])([CH3:3])([CH3:4])[O:5][C:6](=[O:7])[N:8]1[CH:9]([CH2:14][OH:15])[CH2:10][CH2:11][CH:12]1[CH3:13]. Reactants: ClC1=CC(=C(CN2N=CC3=CC(=CC=C23)C=C2C(N=C(S2)SCC)=O)C=C1)C(F)(F)F (5-[1-(4-Chloro-2-trifluoromethyl-benzyl)-1H-indazol-5-ylmethylene]-2-ethylsulfanyl-thiazol-4-one), FC(C1=C(CN2N=CC3=CC(=CC=C23)C=C2C(N=C(S2)N2C[C@@H](NCC2)C(=O)NC)=O)C=CC(=C1)C(F)(F)F)(F)F ((2R)-4-[5-({1-[2,4-Bis(trifluoromethyl)benzyl]-1H-indazol-5-yl}methylidene)-4-oxo-4,5-dihydro-1,3-thiazol-2-yl]-N-methylpiperazine-2-carboxamide). Product: ClC1=CC(=C(CN2N=CC3=CC(=CC=C23)C=C2C(N=C(S2)N2[C@H](CN(CC2)C)CO)=O)C=C1)C(F)(F)F (5-({1-[4-Chloro-2-(trifluoromethyl)benzyl]-1H-indazol-5-yl}methylidene)-2-[(2R)-2-(hydroxymethyl)-4-methylpiperazin-1-yl]-1,3-thiazol-4(5H)-one). Reaction SMILES: [Cl:1][C:2]1[CH:27]=[CH:26][C:5]([CH2:6][N:7]2[C:15]3[C:10](=[CH:11][C:12]([CH:16]=[C:17]4[S:21][C:20](SCC)=[N:19][C:18]4=[O:25])=[CH:13][CH:14]=3)[CH:9]=[N:8]2)=[C:4]([C:28]([F:31])([F:30])[F:29])[CH:3]=1.FC(F)(F)C1C=C(C(F)(F)F)C=CC=1CN1C2C(=CC(C=C3S[C:50]([N:52]4[CH2:57][CH2:56][NH:55][C@@H:54]([C:58](NC)=[O:59])[CH2:53]4)=NC3=O)=CC=2)C=N1>>[Cl:1][C:2]1[CH:27]=[CH:26][C:5]([CH2:6][N:7]2[C:15]3[C:10](=[CH:11][C:12]([CH:16]=[C:17]4[S:21][C:20]([N:55]5[CH2:56][CH2:57][N:52]([CH3:50])[CH2:53][C@@H:54]5[CH2:58][OH:59])=[N:19][C:18]4=[O:25])=[CH:13][CH:14]=3)[CH:9]=[N:8]2)=[C:4]([C:28]([F:31])([F:30])[F:29])[CH:3]=1. Procedure: 5-({1-[4-Chloro-2-(trifluoromethyl)benzyl]-1H-indazol-5-yl}methylidene)-2-[(2R)-2-(hydroxymethyl)-4-methylpiperazin-1-yl]-1,3-thiazol-4(5H)-one was prepared from 5-[1-(4-Chloro-2-trifluoromethyl-benzyl)-1H-indazol-5-ylmethylene]-2-ethylsulfanyl-thiazol-4-one and (2R) (4-Methyl-piperazin-2-yl)-methanol following General Procedure C. Reactants: [Cl-].[Cl-].C(C(C)(C)C)[Ta+2](CC(C)(C)C)CC(C)(C)C (trineopentyltantalum dichloride), C(C(C)(C)C)[Li] (neopentyllithium). The solvent is CCCCC (pentane). Reaction conditions: time 24 hour. Product: C(C(C)(C)C)[Ta](=CC(C)(C)C)(CC(C)(C)C)CC(C)(C)C (trineopentyl(neopentylidene)tantalum), (C5H11)3Ta. Reaction SMILES: [Cl-].[Cl-].[CH2:3]([Ta+2:8]([CH2:14][C:15]([CH3:18])([CH3:17])[CH3:16])[CH2:9][C:10]([CH3:13])([CH3:12])[CH3:11])[C:4]([CH3:7])([CH3:6])[CH3:5].[CH2:19]([Li])[C:20]([CH3:23])([CH3:22])[CH3:21]>CCCCC>[CH2:14]([Ta:8]([CH2:19][C:20]([CH3:23])([CH3:22])[CH3:21])([CH2:3][C:4]([CH3:7])([CH3:6])[CH3:5])=[CH:9][C:10]([CH3:13])([CH3:12])[CH3:11])[C:15]([CH3:18])([CH3:17])[CH3:16] |f:0.1.2|. Procedure details: a solution of 0.5 g of trineopentyltantalum dichloride and 0.17 g of neopentyllithium in 4 ml of pentane was allowed to stand at room temperature for 24 hr in a glass vessel wrapped in foil. (In later experiments it was found that the foil wrapping was unnecessary.) The lithium chloride that had precipitated was separated by filtration, and the filtrate was allowed to stand for another 24 hr at room temperature. No more solid precipitated during this time. Volatile materials were removed under r...